Task: describe an organic reaction: reactants, conditions, products, and yield. Dataset: the Open Reaction Database (ORD), a public repository of structured organic reaction records Reaction conditions: time 24 hour. Product: CC=1C=C(C=CC1)N1CNC(C12CCNCC2)=O (1-(3-Methylphenyl)-1,3,8-triazaspiro[4.5]-decan-4-one). Starting materials: C(C1=CC=CC=C1)N1CCC2(C(N=CN2C2=CC(=CC=C2)C)=O)CC1 (8-benzyl-1-(3-methylphenyl)-1,3,8-triazaspiro[4.5]dec-2-en-4-one), Cl (hydrochloride). Procedure: A mixture of 8-benzyl-1-(3-methylphenyl)-1,3,8-triazaspiro[4.5]dec-2-en-4-one (1.64 g, 4.9 mmol) and 10% palladium on charcoal (0.8 g) in a mixture of methanol (100 mL) and methanol saturated with anhydrous hydrochloride gas (5 mL) was shaken in a Parr hydrogenator at 55 psi for 24 h. The resultant mixture was filtered through a plug of Celite, and the filtrate concentrated under vacuum. The residue was subjected to column chromatography on silica gel eluting with a 1:1 mixture of 10% methanol i... The solvent is CO (methanol), CO (methanol). Reagents/catalysts: [Pd] (palladium on charcoal). As a reaction SMILES: C([N:8]1[CH2:25][CH2:24][C:11]2([N:15]([C:16]3[CH:21]=[CH:20][CH:19]=[C:18]([CH3:22])[CH:17]=3)[CH:14]=[N:13][C:12]2=[O:23])[CH2:10][CH2:9]1)C1C=CC=CC=1.Cl>[Pd].CO>[CH3:22][C:18]1[CH:17]=[C:16]([N:15]2[C:11]3([CH2:24][CH2:25][NH:8][CH2:9][CH2:10]3)[C:12](=[O:23])[NH:13][CH2:14]2)[CH:21]=[CH:20][CH:19]=1.